This data is from the Open Reaction Database (ORD), a public repository of structured organic reaction records. The task is: describe an organic reaction: reactants, conditions, products, and yield The reactants are CCOC(=O)C(=O)OCC, Cc1ccccc1, CC(=O)c1c(Cl)cccc1Cl, Cl, [H-], [Na+]. The product is CCOC(=O)C(=O)CC(=O)c1c(Cl)cccc1Cl. RXN SMILES: [C:12]([C:13](=[O:14])[O:15][CH2:16][CH3:17])(=[O:18])[O:19][CH2:20][CH3:21].[CH3:25][c:26]1[cH:27][cH:28][cH:29][cH:30][cH:31]1.[Cl:1][c:2]1[c:3]([C:9]([CH3:10])=[O:11])[c:4]([Cl:8])[cH:5][cH:6][cH:7]1.[ClH:24].[H-:22].[Na+:23]>>[Cl:1][c:2]1[c:3]([C:9]([CH2:10][C:12]([C:13](=[O:14])[O:15][CH2:16][CH3:17])=[O:18])=[O:11])[c:4]([Cl:8])[cH:5][cH:6][cH:7]1. Reactants: [Na+].C1(=CC=CC=C1)CC(=S)OCC(S(=O)(=O)[O-])(F)F (phenylthioacetyloxymethyl difluoromethanesulfonic acid sodium salt), benzoyloxymethyldifluorosulfonic acid sodium salt, [Na].FC(S(=O)(=O)[O-])(F)F.C1(=CC=CC=C1)C(C1=CC=CC=C1)[SH+]C1=CC=CC=C1 (diphenylmethylphenylsulfonium trifluoromethanesulfonic acid sodium salt). The product is C1(=CC=CC=C1)C(C1=CC=CC=C1)[SH+]C1=CC=CC=C1.FC(COC(CC1=CC=CC=C1)=S)(S(=O)(=O)O)F (phenylthioacetic acid 2,2-difluoro-2-sulfoethyl ester diphenylmethylphenylsulfonium salt). The yield is 98.0%. Reaction SMILES: [Na+].[C:2]1([CH2:8][C:9]([O:11][CH2:12][C:13]([F:19])([F:18])[S:14]([O-:17])(=[O:16])=[O:15])=[S:10])[CH:7]=[CH:6][CH:5]=[CH:4][CH:3]=1.[Na].FC(F)(F)S([O-])(=O)=O.[C:29]1([CH:35]([SH+:42][C:43]2[CH:48]=[CH:47][CH:46]=[CH:45][CH:44]=2)[C:36]2[CH:41]=[CH:40][CH:39]=[CH:38][CH:37]=2)[CH:34]=[CH:33][CH:32]=[CH:31][CH:30]=1>>[C:36]1([CH:35]([SH+:42][C:43]2[CH:48]=[CH:47][CH:46]=[CH:45][CH:44]=2)[C:29]2[CH:34]=[CH:33][CH:32]=[CH:31][CH:30]=2)[CH:37]=[CH:38][CH:39]=[CH:40][CH:41]=1.[F:19][C:13]([F:18])([S:14]([OH:17])(=[O:16])=[O:15])[CH2:12][O:11][C:9](=[S:10])[CH2:8][C:2]1[CH:7]=[CH:6][CH:5]=[CH:4][CH:3]=1 |f:0.1,2.3.4,5.6,^1:19|. Procedure: <2> The reaction described in <3> of Synthesis Example 1 was performed under the same conditions, except that the phenylthioacetyloxymethyl difluoromethanesulfonic acid sodium salt (2.5 g) produced in <1> of Synthesis Example 6 above was used instead of the benzoyloxymethyldifluorosulfonic acid sodium salt in the reaction with diphenylmethylphenylsulfonium trifluoromethanesulfonic acid sodium salt, and thus 3.41 g (yield 98%) of phenylthioacetic acid 2,2-difluoro-2-sulfoethyl ester diphenylmethy... The reactants are N1=C(C=CC=C1)C1=CC=C(C=C1)CC(=O)OC (methyl [4-(2-pyridyl)phenyl]acetate), O1CCCC1 (tetrahydrofuran), [OH-].[K+] (potassium hydroxide). Solvent: O (water). Conditions: time 18 hour. The product is N1=C(C=CC=C1)C1=CC=C(C=C1)CC(=O)O ([4-(2-pyridyl)phenyl]acetic acid). As a reaction SMILES: [N:1]1[CH:6]=[CH:5][CH:4]=[CH:3][C:2]=1[C:7]1[CH:12]=[CH:11][C:10]([CH2:13][C:14]([O:16]C)=[O:15])=[CH:9][CH:8]=1.O1CCCC1.[OH-].[K+]>O>[N:1]1[CH:6]=[CH:5][CH:4]=[CH:3][C:2]=1[C:7]1[CH:12]=[CH:11][C:10]([CH2:13][C:14]([OH:16])=[O:15])=[CH:9][CH:8]=1 |f:2.3|. Procedure: 700 mg (3.11 mol) of methyl [4-(2-pyridyl)phenyl]acetate are introduced into 5 ml of tetrahydrofuran and, at room temperature, 6.2 ml of a 1M potassium hydroxide solution in water are added. The mixture is stirred at room temperature for 18 h and then the solvent is substantially removed in vacuo, the residue is taken up in 10 ml of water and the pH was adjusted to about 5 with 2N hydrochloric acid. Extraction of the aqueous phase twice with 10 ml of dichloromethane each time affords, after dryi...